Dataset: the Open Reaction Database (ORD), a public repository of structured organic reaction records. Task: describe an organic reaction: reactants, conditions, products, and yield The reactants are ClCCl, CC(C)c1ccc2c(Nc3cc(C(=O)NC(C)c4ccccc4)ccc3Sc3ccc(NC(=O)OC(C)(C)C)cc3)ncnc2c1, O=C(O)C(F)(F)F. The product is CC(C)c1ccc2c(Nc3cc(C(=O)NC(C)c4ccccc4)ccc3Sc3ccc(N)cc3)ncnc2c1. As a reaction SMILES: [CH2:54]([Cl:55])[Cl:56].[CH:1]([CH3:2])([CH3:3])[c:4]1[cH:5][cH:6][c:7]2[c:8]([NH:14][c:15]3[c:16]([S:32][c:33]4[cH:34][cH:35][c:36]([NH:39][C:40](=[O:41])[O:42][C:43]([CH3:44])([CH3:45])[CH3:46])[cH:37][cH:38]4)[cH:17][cH:18][c:19]([C:21]([NH:22][CH:23]([CH3:24])[c:25]4[cH:26][cH:27][cH:28][cH:29][cH:30]4)=[O:31])[cH:20]3)[n:9][cH:10][n:11][c:12]2[cH:13]1.[F:47][C:48]([F:49])([F:50])[C:51]([OH:52])=[O:53]>>[CH:1]([CH3:2])([CH3:3])[c:4]1[cH:5][cH:6][c:7]2[c:8]([NH:14][c:15]3[c:16]([S:32][c:33]4[cH:34][cH:35][c:36]([NH2:39])[cH:37][cH:38]4)[cH:17][cH:18][c:19]([C:21]([NH:22][CH:23]([CH3:24])[c:25]4[cH:26][cH:27][cH:28][cH:29][cH:30]4)=[O:31])[cH:20]3)[n:9][cH:10][n:11][c:12]2[cH:13]1. Starting materials: C[C@@]12C(CC[C@H]1[C@@H]1CC=C3CC(C=C[C@]3(C)[C@H]1CC2)=O)=O (1,5-androstadiene-3,17-dione), [H-].C(C)(C)(C)O[Al](OC(C)(C)C)OC(C)(C)C.[Li+] (lithium tri-t-butoxyaluminium hydride), C(=O)([O-])C(O)C(O)C(=O)[O-].[Na+].[K+] (potassium sodium tartrate). Solvent: O1CCCC1 (tetrahydrofuran), O1CCCC1 (tetrahydrofuran). Run at time 8 hour. The product is C[C@@]12[C@H](CC[C@H]1[C@@H]1CC=C3C[C@H](C=C[C@]3(C)[C@H]1CC2)O)O (1,5-androstadiene-3β,17β-diol). Reaction SMILES: [CH3:1][C@:2]12[CH2:19][CH2:18][C@H:17]3[C@@H:7]([CH2:8][CH:9]=[C:10]4[C@:15]3([CH3:16])[CH:14]=[CH:13][C:12](=[O:20])[CH2:11]4)[C@@H:6]1[CH2:5][CH2:4][C:3]2=[O:21].[H-].C(O[Al](OC(C)(C)C)OC(C)(C)C)(C)(C)C.[Li+].C(C(C(C([O-])=O)O)O)([O-])=O.[Na+].[K+]>O1CCCC1>[CH3:1][C@:2]12[CH2:19][CH2:18][C@H:17]3[C@@H:7]([CH2:8][CH:9]=[C:10]4[C@:15]3([CH3:16])[CH:14]=[CH:13][C@H:12]([OH:20])[CH2:11]4)[C@@H:6]1[CH2:5][CH2:4][C@@H:3]2[OH:21] |f:1.2.3,4.5.6|. Procedure details: A tetrahydrofuran solution of 1,5-androstadiene-3,17-dione is added under nitrogen to a solution of lithium tri-t-butoxyaluminium hydride in tetrahydrofuran. After stirring at room temperature overnight, an aqueous solution of potassium sodium tartrate is added with stirring to form a readily filterable while solid. The reaction mixture is filtered and the filtrate dried over magnesium sulfate and the solvent removed. The residue which remains is recrystallized from acetone to yield 1,5-androsta...